Dataset: the Open Reaction Database (ORD), a public repository of structured organic reaction records. Task: describe an organic reaction: reactants, conditions, products, and yield Starting materials: O=C([O-])[O-], CI, [K+], [K+], Nc1ccccc1NC(=O)c1ccc(C2CCNCC2)cc1, CN(C)C=O, O. Product: CN1CCC(c2ccc(C(=O)Nc3ccccc3N)cc2)CC1. As a reaction SMILES: [C:23](=[O:24])([O-:25])[O-:26].[I:29][CH3:30].[K+:27].[K+:28].[NH2:1][c:2]1[c:3]([NH:8][C:9]([c:10]2[cH:11][cH:12][c:13]([CH:16]3[CH2:17][CH2:18][NH:19][CH2:20][CH2:21]3)[cH:14][cH:15]2)=[O:22])[cH:4][cH:5][cH:6][cH:7]1.[O:31]=[CH:32][N:33]([CH3:34])[CH3:35].[OH2:36]>>[NH2:1][c:2]1[c:3]([NH:8][C:9]([c:10]2[cH:11][cH:12][c:13]([CH:16]3[CH2:17][CH2:18][N:19]([CH3:23])[CH2:20][CH2:21]3)[cH:14][cH:15]2)=[O:22])[cH:4][cH:5][cH:6][cH:7]1. Procedure details: To 1.8 g. of 1,4-diaminobutane dissolved in 50 ml. of H2O was added, dropwise, a solution of 2 g. of S-methylthiopseudourea.H2SO4 in 20 ml. of H2O. Throughout the addition, the solution was stirred vigorously and continued for 12 hours after the completion of addition. Then H2O was lyophilized, giving viscous colorless oil, which upon addition of 50 ml. of methanol precipitated 1.05 g. of white powder. Mass spec. (FD.) ions at m/e 228 and 130 for H2N--(CH2)4 --NHC(=NH)--NH2.H2O4 and H2N--(CH2)4 ... Run in O (H2O), O (H2O), O (H2O). Conditions: time 12 hour. Yields the product N(C(=N)N)CCCCN (4-guanidino-1-butanamine). Starting materials: NCCCCN (1,4-diaminobutane), CSC(N)=N (S-methylthiopseudourea), OS(=O)(=O)O (H2SO4). Reaction SMILES: [NH2:1][CH2:2][CH2:3][CH2:4][CH2:5][NH2:6].CS[C:9](=[NH:11])[NH2:10].OS(O)(=O)=O>O>[NH:1]([CH2:2][CH2:3][CH2:4][CH2:5][NH2:6])[C:9]([NH2:11])=[NH:10]. The reactants are ClC1=CC=C(S1)C(C(C(=O)OC)NC(C1=CC=C(C=C1)F)=O)=O (methyl 3-(5-chlorothiophen-2-yl)-2-(4-fluorobenzoylamino)-3-oxopropionate), P(=O)(Cl)(Cl)Cl (phosphorus oxychloride), O (water). Solvent: CN(C=O)C (N,N-dimethyl-formamide). Reaction conditions: time 3 day. The product is ClC1=CC=C(S1)C1=C(N=C(O1)C1=CC=C(C=C1)F)C(=O)OC (methyl 5-(5-chloro-thiophen-2-yl)-2-(4-fluorophenyl)oxazol-4-carboxylate). The yield is 40.7%. RXN SMILES: [Cl:1][C:2]1[S:6][C:5]([C:7](=[O:23])[CH:8]([NH:13][C:14](=O)[C:15]2[CH:20]=[CH:19][C:18]([F:21])=[CH:17][CH:16]=2)[C:9]([O:11][CH3:12])=[O:10])=[CH:4][CH:3]=1.P(Cl)(Cl)(Cl)=O.O>CN(C)C=O>[Cl:1][C:2]1[S:6][C:5]([C:7]2[O:23][C:14]([C:15]3[CH:16]=[CH:17][C:18]([F:21])=[CH:19][CH:20]=3)=[N:13][C:8]=2[C:9]([O:11][CH3:12])=[O:10])=[CH:4][CH:3]=1. Procedure: To a solution of methyl 3-(5-chlorothiophen-2-yl)-2-(4-fluorobenzoylamino)-3-oxopropionate (7.25 g) in N,N-dimethyl-formamide (80 ml) was added dropwise phosphorus oxychloride (5.7 ml) under ice-cooling, and the mixture was then stirred at room temperature for 3 days. After cooling, water was added to the reaction mixture and the mixture was extracted with ethyl acetate. The organic layer was washed with water and brine, dried over anhydrous sodium sulfate and the solvent was removed under reduc... Reactants: COC(=O)C=1C=C2C(=CC(N(C2=CC1)C(C)=O)(C)C)C (1-acetyl-1,2-dihydro-2,2,4-trimethylquinoline-6-carboxylic acid methyl ester), [Al+3].[Cl-].[Cl-].[Cl-] (AlCl3). Run in C1=CC=CC=C1 (benzene). The product is COC(=O)C=1C=C2C(CC(N(C2=CC1)C(C)=O)(C)C)(C)C1=CC=CC=C1 (1-Acetyl-4-phenyl-1,2,3,4-tetrahydro-2,2,4-trimethylquinoline-6-carboxylic acid methyl ester). RXN SMILES: [CH3:1][O:2][C:3]([C:5]1[CH:6]=[C:7]2[C:12](=[CH:13][CH:14]=1)[N:11]([C:15](=[O:17])[CH3:16])[C:10]([CH3:19])([CH3:18])[CH:9]=[C:8]2[CH3:20])=[O:4].[Al+3].[Cl-].[Cl-].[Cl-]>C1C=CC=CC=1>[CH3:1][O:2][C:3]([C:5]1[CH:6]=[C:7]2[C:12](=[CH:13][CH:14]=1)[N:11]([C:15](=[O:17])[CH3:16])[C:10]([CH3:19])([CH3:18])[CH2:9][C:8]2([C:5]1[CH:6]=[CH:7][CH:12]=[CH:13][CH:14]=1)[CH3:20])=[O:4] |f:1.2.3.4|. Reported procedure: Friedel-Crafts alkylation of benzene (60 ml) with 1-acetyl-1,2-dihydro-2,2,4-trimethylquinoline-6-carboxylic acid methyl ester (2.3 g) in the presence of AlCl3 (4.4 g) was performed according to the method described in example 3. Reactants: CCCCCCCOc1ccc(CCC(C)(NC(=O)OC(C)(C)C)C(O)CC)cc1, ClCCl, O=C(O)C(F)(F)F. Product: O=C([O-])C(F)(F)F, CCCCCCCOc1ccc(CCC(C)(N)C(O)CC)cc1. Reaction SMILES: [C:1]([O:2][C:3](=[O:4])[NH:7][C:8]([CH:9]([CH2:10][CH3:11])[OH:12])([CH3:13])[CH2:14][CH2:15][c:16]1[cH:17][cH:18][c:19]([O:22][CH2:23][CH2:24][CH2:25][CH2:26][CH2:27][CH2:28][CH3:29])[cH:20][cH:21]1)([CH3:5])([CH3:6])[CH3:30].[Cl:38][CH2:39][Cl:40].[F:31][C:32]([C:33](=[O:34])[OH:35])([F:36])[F:37]>>[F:31][C:32]([C:33](=[O:34])[O-:35])([F:36])[F:37].[NH2:7][C:8]([CH:9]([CH2:10][CH3:11])[OH:12])([CH3:13])[CH2:14][CH2:15][c:16]1[cH:17][cH:18][c:19]([O:22][CH2:23][CH2:24][CH2:25][CH2:26][CH2:27][CH2:28][CH3:29])[cH:20][cH:21]1. Product: C1(=CC=CC=C1)S(=O)(=O)CCN (2-(phenylsulfonyl)ethanamine). As a reaction SMILES: Cl[CH2:2][CH2:3][S:4]([C:7]1[CH:12]=[CH:11][CH:10]=[CH:9][CH:8]=1)(=[O:6])=[O:5].C1(=O)[NH:17]C(=O)C2=CC=CC=C12.[K].C1OCCOCCOCCOCCOCCOC1>[I-].C([N+](CCCC)(CCCC)CCCC)CCC.O1CCOCC1.C(OCC)(=O)C>[C:7]1([S:4]([CH2:3][CH2:2][NH2:17])(=[O:6])=[O:5])[CH:12]=[CH:11][CH:10]=[CH:9][CH:8]=1 |f:1.2,4.5,^1:23|. Reagents/catalysts: [I-].C(CCC)[N+](CCCC)(CCCC)CCCC (tetrabutylammonium iodide). Solvent: O1CCOCC1 (dioxane), C(C)(=O)OCC (ethyl acetate). Starting materials: ClCCS(=O)(=O)C1=CC=CC=C1 (((2-chloroethyl)sulfonyl)benzene), C1(C=2C(C(N1)=O)=CC=CC2)=O.[K] (potassium phthalimide), C1COCCOCCOCCOCCOCCO1 (18-crown-6). Conditions: time 24 hour. Reported procedure: A mixture of ((2-chloroethyl)sulfonyl)benzene (1.02 g, 5.0 mmol), potassium phthalimide (1.02 g, 5.5 mmol), 18-crown-6 (50 mg), and tetrabutylammonium iodide (50 mg) in dioxane was heated to reflux, stirred for 24 hours, cooled to room temperature, diluted with ethyl acetate (100 mL), washed with water and brine, dried (MgSO4), filtered, and concentrated. The concentrate was dissolved in ethanol (10 mL), treated with hydrazine hydrate (1 mL), heated to reflux, stirred for 2 hours, cooled to room... The reactants are CCCCCCCCO, O, O=C(O)c1cc(O)c(O)c(O)c1, O=S(=O)(O)O. The product is CCCCCCCCOC(=O)c1cc(O)c(O)c(O)c1. RXN SMILES: [CH2:13]([CH2:14][CH2:15][CH2:16][CH2:17][CH2:18][CH2:19][CH3:20])[OH:21].[OH2:27].[OH:1][C:2](=[O:3])[c:4]1[cH:5][c:6]([OH:7])[c:8]([OH:9])[c:10]([OH:11])[cH:12]1.[S:22](=[O:23])(=[O:24])([OH:25])[OH:26]>>[O:1]([C:2](=[O:3])[c:4]1[cH:5][c:6]([OH:7])[c:8]([OH:9])[c:10]([OH:11])[cH:12]1)[CH2:13][CH2:14][CH2:15][CH2:16][CH2:17][CH2:18][CH2:19][CH3:20]. The reactants are ClC1=C(C=NC=2N1N=CC2C(=O)OCC)C(=O)N2CCC(CC2)C2=CC=CC=C2 (7-Chloro-3-ethoxycarbonyl-6-(4-phenylpiperidine-1-carbonyl)pyrazolo[1,5-a]pyrimidine), NC1=CC=C2C=CNC2=C1 (6-aminoindole). The product is C(C)OC(=O)C=1C=NN2C1N=CC(=C2NC2=CC=C1C=CNC1=C2)C(=O)N2CCC(CC2)C2=CC=CC=C2 (3-Ethoxycarbonyl-7-(6-indolylamino)-6-(4-phenylpiperidine-1-carbonyl)pyrazolo[1,5-a]pyrimidine). The yield is 97.8%. Reaction SMILES: Cl[C:2]1[N:7]2[N:8]=[CH:9][C:10]([C:11]([O:13][CH2:14][CH3:15])=[O:12])=[C:6]2[N:5]=[CH:4][C:3]=1[C:16]([N:18]1[CH2:23][CH2:22][CH:21]([C:24]2[CH:29]=[CH:28][CH:27]=[CH:26][CH:25]=2)[CH2:20][CH2:19]1)=[O:17].[NH2:30][C:31]1[CH:39]=[C:38]2[C:34]([CH:35]=[CH:36][NH:37]2)=[CH:33][CH:32]=1>>[CH2:14]([O:13][C:11]([C:10]1[CH:9]=[N:8][N:7]2[C:2]([NH:30][C:31]3[CH:39]=[C:38]4[C:34]([CH:35]=[CH:36][NH:37]4)=[CH:33][CH:32]=3)=[C:3]([C:16]([N:18]3[CH2:23][CH2:22][CH:21]([C:24]4[CH:29]=[CH:28][CH:27]=[CH:26][CH:25]=4)[CH2:20][CH2:19]3)=[O:17])[CH:4]=[N:5][C:6]=12)=[O:12])[CH3:15]. Procedure: In the same manner as in Example 19, step 5 and using 7-chloro-3-ethoxycarbonyl-6-(4-phenylpiperidine-1-carbonyl)pyrazolo[1,5-a]pyrimidine (0.15 g, 0.36 mmol) obtained in Example 19, step 4 and 6-aminoindole (0.054 g, 0.72 mmol), the title compound (0.179 g, 98%) was obtained.